Dataset: the Open Reaction Database (ORD), a public repository of structured organic reaction records. Task: describe an organic reaction: reactants, conditions, products, and yield Reactants: O=[N+]([O-])[O-].[O-][N+]([O-])=O.[O-][N+]([O-])=O.[O-][N+]([O-])=O.[O-][N+]([O-])=O.[O-][N+]([O-])=O.[Ce+4].[NH4+].[NH4+] (CAN), ClC1=CC=C(OCCCCCCCCC2CC3=C(C(=C(C(=C3C2)OC)OC)OC)OC)C=C1 (2-[8-(4-chlorophenoxy)octyl]-4,5,6,7-tetramethoxyindan), N1=C(C=CC=C1C(=O)O)C(=O)O (2,6-pyridinedicarboxylic acid), C1CCOC1 (THF). The solvent is O (water), O (water), O (water). Run at time 15 minute. Product: ClC1=CC=C(OCCCCCCCCC2CC=3C(C(=C(C(C3C2)=O)OC)OC)=O)C=C1 (2-[8-(4-Chlorophenoxy)octyl]-5,6-dimethoxyindan-4,7-dione). Yield: 50.5%. As a reaction SMILES: [Cl:1][C:2]1[CH:33]=[CH:32][C:5]([O:6][CH2:7][CH2:8][CH2:9][CH2:10][CH2:11][CH2:12][CH2:13][CH2:14][CH:15]2[CH2:23][C:22]3[C:17](=[C:18]([O:30]C)[C:19]([O:28][CH3:29])=[C:20]([O:26][CH3:27])[C:21]=3[O:24]C)[CH2:16]2)=[CH:4][CH:3]=1.N1C(C(O)=O)=CC=CC=1C(O)=O.C1COCC1.O=[N+]([O-])[O-].[O-][N+](=O)[O-].[O-][N+](=O)[O-].[O-][N+](=O)[O-].[O-][N+](=O)[O-].[O-][N+](=O)[O-].[Ce+4].[NH4+].[NH4+]>O>[Cl:1][C:2]1[CH:3]=[CH:4][C:5]([O:6][CH2:7][CH2:8][CH2:9][CH2:10][CH2:11][CH2:12][CH2:13][CH2:14][CH:15]2[CH2:16][C:17]3[C:18](=[O:30])[C:19]([O:28][CH3:29])=[C:20]([O:26][CH3:27])[C:21](=[O:24])[C:22]=3[CH2:23]2)=[CH:32][CH:33]=1 |f:3.4.5.6.7.8.9.10.11|. Procedure: To a mixture of 2-[8-(4-chlorophenoxy)octyl]-4,5,6,7-tetramethoxyindan (676 mg), 2,6-pyridinedicarboxylic acid (712 mg), THF (14 ml), and water (7 ml) was dropwise added a solution of CAN (3.11 g) in water (7 ml) with cooling with ice. After the reaction mixture was stirred for 15 min, water was added to the reaction mixture, which was extracted with ethyl acetate. The organic layer was washed with water and saturated aqueous sodium chloride and dried. The solvent was removed in vacuo. The resid... The reactants are O=C(O)c1cc(OCc2ccccc2)cc(C(=O)O)c1, O=S(Cl)Cl, c1ccc(P(c2ccccc2)c2ccccc2)cc1. Product: O=C(O)c1cc(OCc2ccccc2)cc(C(=O)O)c1, [Cl-]. Reaction SMILES: [CH2:1]([c:2]1[cH:3][cH:4][cH:5][cH:6][cH:7]1)[O:8][c:9]1[cH:10][c:11]([C:18](=[O:19])[OH:20])[cH:12][c:13]([C:14](=[O:15])[OH:16])[cH:17]1.[S:40]([Cl:41])([Cl:42])=[O:43].[c:21]1([P:22]([c:23]2[cH:24][cH:25][cH:26][cH:27][cH:28]2)[c:29]2[cH:30][cH:31][cH:32][cH:33][cH:34]2)[cH:35][cH:36][cH:37][cH:38][cH:39]1>>[CH2:1]([c:2]1[cH:3][cH:4][cH:5][cH:6][cH:7]1)[O:8][c:9]1[cH:10][c:11]([C:18](=[O:19])[OH:20])[cH:12][c:13]([C:14](=[O:15])[OH:16])[cH:17]1.[Cl-:42]. RXN SMILES: [NH2:1][CH:2]([C:10]1[C:15]([O:16][CH3:17])=[CH:14][CH:13]=[CH:12][C:11]=1[O:18][CH3:19])[CH2:3][CH2:4][CH2:5][C:6]([O:8]C)=O.[N:20]1([C:26]2[CH:27]=[C:28]([CH:31]=[CH:32][CH:33]=2)[CH:29]=O)[CH2:25][CH2:24][CH2:23][CH2:22][CH2:21]1>>[CH3:19][O:18][C:11]1[CH:12]=[CH:13][CH:14]=[C:15]([O:16][CH3:17])[C:10]=1[CH:2]1[N:1]([CH2:29][C:28]2[CH:31]=[CH:32][CH:33]=[C:26]([N:20]3[CH2:25][CH2:24][CH2:23][CH2:22][CH2:21]3)[CH:27]=2)[C:6](=[O:8])[CH2:5][CH2:4][CH2:3]1. Reactants: NC(CCCC(=O)OC)C1=C(C=CC=C1OC)OC (methyl 5-amino-5-(2,6-dimethoxyphenyl)pentanoate), N1(CCCCC1)C=1C=C(C=O)C=CC1 (3-(piperidin-1-yl)benzaldehyde). Reported procedure: Prepared according to the described general procedure 1 (GP1) by reaction of methyl 5-amino-5-(2,6-dimethoxyphenyl)pentanoate with commercially available 3-(piperidin-1-yl)benzaldehyde. Subsequent purification by preparative HPLC afforded the target compound. LC-MS (conditions A): tR=0.61 min.; [M+H]+: 409.25 g/mol. Product: COC1=C(C(=CC=C1)OC)C1CCCC(N1CC1=CC(=CC=C1)N1CCCCC1)=O (6-(2,6-dimethoxyphenyl)-1-(3-(piperidin-1-yl)benzyl)piperidin-2-one). The reactants are COC=C1C(OC(OC1=O)(C)C)=O (5-(Methoxymethylene)-2,2-dimethyl-1,3-dioxane-4,6-dione), C(C)S (ethanethiol). Solvent: C(C)O (ethanol). The product is C(C)SC=C1C(OC(OC1=O)(C)C)=O (5-[(Ethylthio)methylene]-2,2-dimethyl-1,3-dioxane-4,6-dione). The yield is 60.8%. Reaction SMILES: CO[CH:3]=[C:4]1[C:9](=[O:10])[O:8][C:7]([CH3:12])([CH3:11])[O:6][C:5]1=[O:13].[CH2:14]([SH:16])[CH3:15]>C(O)C>[CH2:14]([S:16][CH:3]=[C:4]1[C:5](=[O:13])[O:6][C:7]([CH3:11])([CH3:12])[O:8][C:9]1=[O:10])[CH3:15]. Procedure: 5-(Methoxymethylene)-2,2-dimethyl-1,3-dioxane-4,6-dione (7 g, 38 mmole), described by Bihlmayer et al., supra, was suspended in ethanol (70 ml). The suspension was stirred vigorously while being subjected to the addition of ethanethiol (12.85 g, 200 mmole). The mixture was heated at reflux until all the starting material had been consumed, as indicated by thin layer chromatography (silica gel plates, 30% ethyl acetate in hexane). The volatile portion of the reaction mixture was removed by distil... Reactants: OC1=CC=C(C=C1)C(C)=O (p-hydroxyacetophenone), BrCCCCl (1-bromo-3-chloropropane), [OH-].[K+] (potassium hydroxide). Solvent: CO (methanol). The product is ClCCCOC1=CC=C(C=C1)C(C)=O (p-chloropropoxy acetophenone). Isolated yield 68.0%. Reaction SMILES: [OH:1][C:2]1[CH:7]=[CH:6][C:5]([C:8](=[O:10])[CH3:9])=[CH:4][CH:3]=1.Br[CH2:12][CH2:13][CH2:14][Cl:15].[OH-].[K+]>CO>[Cl:15][CH2:14][CH2:13][CH2:12][O:1][C:2]1[CH:7]=[CH:6][C:5]([C:8](=[O:10])[CH3:9])=[CH:4][CH:3]=1 |f:2.3|. Procedure details: To a mixture of p-hydroxyacetophenone (50.7 g, 0.37 mol) and 1-bromo-3-chloropropane (160 ml, 1.5 mol) in methanol (250 ml) was added portionwise potassium hydroxide (63 g, 1.12 mol). The mixture was stirred at reflux for 24 hours, cooled to room temperature, filtered through Celite and evaporated in vacuo. The residual semi-solid was diluted with diethyl ether (500 ml) and washed with H2O (2×300 ml). The ether solution was dried over MgSO4, filtered and evaporated in vacuo to give p-chloropropo...